Dataset: the Open Reaction Database (ORD), a public repository of structured organic reaction records. Task: describe an organic reaction: reactants, conditions, products, and yield Reactants: Cc1cc(N)ccn1, COc1ccc(CN(c2ccccc2)c2cc(Cl)nn3c(C(=O)O)cnc23)cc1, O=S(Cl)Cl. Yields the product COc1ccc(CN(c2ccccc2)c2cc(Cl)nn3c(C(=O)Nc4ccnc(C)c4)cnc23)cc1. Reaction SMILES: [CH3:30][c:31]1[n:32][cH:33][cH:34][c:35]([NH2:37])[cH:36]1.[Cl:1][c:2]1[cH:3][c:4]([N:14]([c:15]2[cH:16][cH:17][cH:18][cH:19][cH:20]2)[CH2:21][c:22]2[cH:23][cH:24][c:25]([O:28][CH3:29])[cH:26][cH:27]2)[c:5]2[n:6]([n:7]1)[c:8]([C:11](=[O:12])[OH:13])[cH:9][n:10]2.[S:38]([Cl:39])([Cl:40])=[O:41]>>[Cl:1][c:2]1[cH:3][c:4]([N:14]([c:15]2[cH:16][cH:17][cH:18][cH:19][cH:20]2)[CH2:21][c:22]2[cH:23][cH:24][c:25]([O:28][CH3:29])[cH:26][cH:27]2)[c:5]2[n:6]([n:7]1)[c:8]([C:11](=[O:12])[NH:37][c:35]1[cH:34][cH:33][n:32][c:31]([CH3:30])[cH:36]1)[cH:9][n:10]2. Reactants: [Br-].CC(CC[Zn+])C (3-methylbutyl zinc bromide), C(C)(C)(C)OC(=O)N1[C@H]([C@@H](OC[C@@H]1[C@H]([C@H](CC1=CC(=CC(=C1)F)Br)NC(C)=O)O)OCC(C)(C)C)C ((2R,3S,5R)-5-[(1S,2S)-1-hydroxy-2-acetylamino-3-(3-bromo-5-fluorophenyl)-propyl]-2-(2,2-dimethylpropoxy)-3-methylmorpholine-4-carboxylic acid tert-butyl ester). Product: C(C)(C)(C)OC(=O)N1[C@H]([C@@H](OC[C@@H]1[C@H]([C@H](CC1=CC(=CC(=C1)CCC(C)C)F)NC(C)=O)O)OCC(C)(C)C)C ((2R,3S,5R)-5-{(1S,2S)-2-Acetylamino-3-[3-fluoro-5-(3-methyl-butyl)-phenyl]-1-hydroxy-propyl}-2-(2,2-dimethyl-propoxy)-3-methyl-morpholine-4-carboxylic acid tert-butyl ester). Yield: 78.0%. Reaction SMILES: [Br-].[CH3:2][CH:3]([CH3:7])[CH2:4][CH2:5][Zn+].[C:8]([O:12][C:13]([N:15]1[C@@H:20]([C@@H:21]([OH:36])[C@@H:22]([NH:32][C:33](=[O:35])[CH3:34])[CH2:23][C:24]2[CH:29]=[C:28]([F:30])[CH:27]=[C:26](Br)[CH:25]=2)[CH2:19][O:18][C@@H:17]([O:37][CH2:38][C:39]([CH3:42])([CH3:41])[CH3:40])[C@@H:16]1[CH3:43])=[O:14])([CH3:11])([CH3:10])[CH3:9]>>[C:8]([O:12][C:13]([N:15]1[C@@H:20]([C@@H:21]([OH:36])[C@@H:22]([NH:32][C:33](=[O:35])[CH3:34])[CH2:23][C:24]2[CH:25]=[C:26]([CH2:5][CH2:4][CH:3]([CH3:7])[CH3:2])[CH:27]=[C:28]([F:30])[CH:29]=2)[CH2:19][O:18][C@@H:17]([O:37][CH2:38][C:39]([CH3:42])([CH3:41])[CH3:40])[C@@H:16]1[CH3:43])=[O:14])([CH3:11])([CH3:10])[CH3:9] |f:0.1|. Procedure: Beginning with 3-methylbutyl zinc bromide and (2R,3S,5R)-5-[(1S,2S)-1-hydroxy-2-acetylamino-3-(3-bromo-5-fluorophenyl)-propyl]-2-(2,2-dimethylpropoxy)-3-methylmorpholine-4-carboxylic acid tert-butyl ester (0.165 g, 0.287 mmol), the title compound (0.127 g, 78%) may be prepared essentially as described in Preparation 409. The reactants are COC1=CC=C(N)C=C1 (p-methoxyaniline), C(#N)C(C(=O)NC(=O)OCC)=COCC (α-cyano-β-ethoxy-N-ethoxycarbonyl-acrylamide). Product: C(#N)C(C(=O)NC(=O)OCC)=CNC1=CC=C(C=C1)OC (α-cyano-β-(4-methoxyanilino)-N-ethoxycarbonylacrylamide). Reaction SMILES: [CH3:1][O:2][C:3]1[CH:9]=[CH:8][C:6]([NH2:7])=[CH:5][CH:4]=1.[C:10]([C:12](=[CH:21]OCC)[C:13]([NH:15][C:16]([O:18][CH2:19][CH3:20])=[O:17])=[O:14])#[N:11]>>[C:10]([C:12](=[CH:21][NH:7][C:6]1[CH:8]=[CH:9][C:3]([O:2][CH3:1])=[CH:4][CH:5]=1)[C:13]([NH:15][C:16]([O:18][CH2:19][CH3:20])=[O:17])=[O:14])#[N:11]. Procedure details: Following the above procedure, p-methoxyaniline (0.05 mol) is reacted with α-cyano-β-ethoxy-N-ethoxycarbonyl-acrylamide (0.05 mol) to yield α-cyano-β-(4-methoxyanilino)-N-ethoxycarbonylacrylamide, which is cyclized by heating in tetralin to yield 5-cyano-1-(4-methoxyphenyl)uracil, m.p. 304.5°-306.5°. Starting materials: Cl (hydrochloric acid), NC1CCC2=C(NC=3C(=CC=C1C23)Cl)C2=C(C=CC=C2)OC (5-amino-8-chloro-2-(2-methoxyphenyl)-1,3,4,5-tetrahydrobenz[cd]indole), C([O-])([O-])=O.[K+].[K+] (potassium carbonate). Reagents/catalysts: [C].[Pd] (palladium-carbon). The solvent is CO (methanol). Conditions: time 8 hour. Yields the product NC1CCC2=C(NC=3C=CC=C1C23)C2=C(C=CC=C2)OC (5-amino-2-(2-methoxyphenyl)-1,3,4,5-tetrahydrobenz[cd]indole). Yield: 72.1%. RXN SMILES: [NH2:1][CH:2]1[C:12]2[C:13]3[C:5](=[C:6]([C:15]4[CH:20]=[CH:19][CH:18]=[CH:17][C:16]=4[O:21][CH3:22])[NH:7][C:8]=3[C:9](Cl)=[CH:10][CH:11]=2)[CH2:4][CH2:3]1.Cl.C(=O)([O-])[O-].[K+].[K+]>CO.[C].[Pd]>[NH2:1][CH:2]1[C:12]2[C:13]3[C:5](=[C:6]([C:15]4[CH:20]=[CH:19][CH:18]=[CH:17][C:16]=4[O:21][CH3:22])[NH:7][C:8]=3[CH:9]=[CH:10][CH:11]=2)[CH2:4][CH2:3]1 |f:2.3.4,6.7|. Procedure details: A portion (1.45 g) of the compound obtained in Example 183 was dissolved in methanol (50 ml) and 1N hydrochloric acid (50 ml) and to the solution was added 10% palladium-carbon (1.45 g). The mixture was stirred overnight at room temperature under a hydrogen atmosphere. The reaction mixture was neutralized with potassium carbonate, the catalyst and the inorganic salt were filtered off and washed with methylene chloride. The filtrate and the washed liquid were combined, washed with saturated aqueo... Yields the product COc1ccccc1OCCN(Cc1ccccc1)CC(O)COc1cccc2[nH]c3ccccc3c12. As a reaction SMILES: [CH2:49]1[O:50][CH2:51][CH2:52][CH2:53]1.[CH3:54][OH:55].[Na+:48].[OH-:47].[OH2:56].[c:1]1([S:2](=[O:3])(=[O:4])[n:10]2[c:11]3[cH:12][cH:13][cH:14][cH:15][c:16]3[c:17]3[c:18]([O:23][CH2:24][CH:25]([CH2:26][N:27]([CH2:28][CH2:29][O:30][c:31]4[c:32]([O:37][CH3:38])[cH:33][cH:34][cH:35][cH:36]4)[CH2:39][c:40]4[cH:41][cH:42][cH:43][cH:44][cH:45]4)[OH:46])[cH:19][cH:20][cH:21][c:22]23)[cH:5][cH:6][cH:7][cH:8][cH:9]1>>[nH:10]1[c:11]2[cH:12][cH:13][cH:14][cH:15][c:16]2[c:17]2[c:18]([O:23][CH2:24][CH:25]([CH2:26][N:27]([CH2:28][CH2:29][O:30][c:31]3[c:32]([O:37][CH3:38])[cH:33][cH:34][cH:35][cH:36]3)[CH2:39][c:40]3[cH:41][cH:42][cH:43][cH:44][cH:45]3)[OH:46])[cH:19][cH:20][cH:21][c:22]12. The reactants are C1CCOC1, CO, [Na+], [OH-], O, COc1ccccc1OCCN(Cc1ccccc1)CC(O)COc1cccc2c1c1ccccc1n2S(=O)(=O)c1ccccc1. The solvent is C(OC)COC (dimethoxyethane), CS(=O)C (dimethyl sulphoxide). The product is FC1=C(C=C(CON2C(C=3C(C2=O)=CC=CC3)=O)C=C1)OC1=CC=CC=C1 (N-(4-fluoro-3-phenoxybenzyloxy)phthalimide). Procedure: N-hydroxyphthalimide (2.19, 0.018 mole) was dissolved in a mixture of dry dimethoxyethane (15 ml) and dry dimethyl sulphoxide (4 ml). The clear yellow solution was cooled to 25° and potassium carbonate (1.24 g, 0.009 mol) was added. A red suspension resulted. 4-Fluoro-3-phenoxybenzyl bromide (5 g, 0.018 mol) was added dropwise over 5h at 22°-28°. The reaction mixture was stirred at room temperature overnight, after which most of the dimethoxyethane was removed in vacuo, and the solution then que... The reactants are ON1C(C=2C(C1=O)=CC=CC2)=O (N-hydroxyphthalimide), C([O-])([O-])=O.[K+].[K+] (potassium carbonate), FC1=C(C=C(CBr)C=C1)OC1=CC=CC=C1 (4-Fluoro-3-phenoxybenzyl bromide), 5h. Reaction conditions: time 8 hour. Yield: 97.9%. RXN SMILES: [OH:1][N:2]1[C:6](=[O:7])[C:5]2=[CH:8][CH:9]=[CH:10][CH:11]=[C:4]2[C:3]1=[O:12].C(=O)([O-])[O-].[K+].[K+].[F:19][C:20]1[CH:27]=[CH:26][C:23]([CH2:24]Br)=[CH:22][C:21]=1[O:28][C:29]1[CH:34]=[CH:33][CH:32]=[CH:31][CH:30]=1>C(COC)OC.CS(C)=O>[F:19][C:20]1[CH:27]=[CH:26][C:23]([CH2:24][O:1][N:2]2[C:3](=[O:12])[C:4]3=[CH:11][CH:10]=[CH:9][CH:8]=[C:5]3[C:6]2=[O:7])=[CH:22][C:21]=1[O:28][C:29]1[CH:30]=[CH:31][CH:32]=[CH:33][CH:34]=1 |f:1.2.3|.